This data is from the Open Reaction Database (ORD), a public repository of structured organic reaction records. The task is: describe an organic reaction: reactants, conditions, products, and yield Starting materials: Nc1ncnn2c(Br)ccc12, CC(C)(C)OC(=O)N1CCc2ccc(B3OC(C)(C)C(C)(C)O3)cc2C1, O=C([O-])[O-], COCCOC, [Na+], [Na+]. The product is CC(C)(C)OC(=O)N1CCc2ccc(-c3ccc4c(N)ncnn34)cc2C1. RXN SMILES: [Br:27][c:28]1[cH:29][cH:30][c:31]2[c:32]([NH2:37])[n:33][cH:34][n:35][n:36]12.[C:1]([CH3:2])([CH3:3])([CH3:4])[O:5][C:6](=[O:7])[N:8]1[CH2:9][c:10]2[cH:11][c:12]([B:18]3[O:19][C:20]([CH3:21])([CH3:22])[C:23]([CH3:24])([CH3:25])[O:26]3)[cH:13][cH:14][c:15]2[CH2:16][CH2:17]1.[C:44](=[O:45])([O-:46])[O-:47].[CH3:38][O:39][CH2:40][CH2:41][O:42][CH3:43].[Na+:48].[Na+:49]>>[C:1]([CH3:2])([CH3:3])([CH3:4])[O:5][C:6](=[O:7])[N:8]1[CH2:9][c:10]2[cH:11][c:12](-[c:28]3[cH:29][cH:30][c:31]4[c:32]([NH2:37])[n:33][cH:34][n:35][n:36]34)[cH:13][cH:14][c:15]2[CH2:16][CH2:17]1. The reactants are C(C)C1=CC2=C(NC(=N2)C2=NNC3=CC=C(C=C23)C#N)C=C1C (3-(5-ethyl-6-methyl-1H-benzoimidazol-2-yl)-1H-indazole-5-carbonitrile), Cl (hydrochloric acid), C([O-])([O-])=O.[Na+].[Na+] (sodium carbonate). Solvent: C(C)(=O)O (acetic acid). Run at temperature 80 celsius, time 4 hour. Product: Cl.Cl.C(C)C1=CC2=C(NC(=N2)C2=NNC3=CC=C(C=C23)C(=O)N)C=C1C (3-(5-ethyl-6-methyl-1H-benzoimidazol-2-yl)-1H-indazole-5-carboxylic acid amide dihydrochloride). As a reaction SMILES: [CH2:1]([C:3]1[C:22]([CH3:23])=[CH:21][C:6]2[NH:7][C:8]([C:10]3[C:18]4[C:13](=[CH:14][CH:15]=[C:16]([C:19]#[N:20])[CH:17]=4)[NH:12][N:11]=3)=[N:9][C:5]=2[CH:4]=1)[CH3:2].C(=O)([O-])[O-:25].[Na+].[Na+].[ClH:30]>C(O)(=O)C>[ClH:30].[ClH:30].[CH2:1]([C:3]1[C:22]([CH3:23])=[CH:21][C:6]2[NH:7][C:8]([C:10]3[C:18]4[C:13](=[CH:14][CH:15]=[C:16]([C:19]([NH2:20])=[O:25])[CH:17]=4)[NH:12][N:11]=3)=[N:9][C:5]=2[CH:4]=1)[CH3:2] |f:1.2.3,6.7.8|. Procedure: A stirred suspension of 3-(5-ethyl-6-methyl-1H-benzoimidazol-2-yl)-1H-indazole-5-carbonitrile [100 mg, Example 235(an)] in acetic acid (1 ml) and concentrated hydrochloric acid (1 ml) was heated at 80° C. for 30 minutes and then at 100° C. for 4 hours. The reaction was cooled to ambient temperature and stirred for 16 hours. The reaction was then heated at 80° C. for 2.5 hours and then at 100° C. for 2 hours. The reaction mixture was cooled to ambient temperature and neutralized with aqueous sodi...